Dataset: the Open Reaction Database (ORD), a public repository of structured organic reaction records. Task: describe an organic reaction: reactants, conditions, products, and yield Starting materials: C1COCCN1, CS(C)=O, CCOC(=O)c1sc(Cl)nc1C(F)(F)F. Yields the product CCOC(=O)c1sc(N2CCOCC2)nc1C(F)(F)F. Reaction SMILES: [CH2:16]1[CH2:17][O:18][CH2:19][CH2:20][NH:21]1.[CH3:22][S:23]([CH3:24])=[O:25].[Cl:1][c:2]1[s:3][c:4]([C:11](=[O:12])[O:13][CH2:14][CH3:15])[c:5]([C:7]([F:8])([F:9])[F:10])[n:6]1>>[c:2]1([N:21]2[CH2:16][CH2:17][O:18][CH2:19][CH2:20]2)[s:3][c:4]([C:11](=[O:12])[O:13][CH2:14][CH3:15])[c:5]([C:7]([F:8])([F:9])[F:10])[n:6]1.